This data is from the Open Reaction Database (ORD), a public repository of structured organic reaction records. The task is: describe an organic reaction: reactants, conditions, products, and yield Starting materials: C(C)(C)(C)OC(=O)N1C[C@H]2CO[C@](CN2CC1)(O)C1=C(C(=C(C=C1)F)C#N)C ((3R,9aS)-3-(3-Cyano-4-fluoro-2-methyl-phenyl)-3-hydroxy-hexahydro-pyrazino[2,1-c][1,4]oxazine-8-carboxylic acid tert-butyl ester), C(=O)(C(F)(F)F)O (TFA), [SiH](CC)(CC)CC (Et3SiH), CC(C)(C)OC(=O)OC(=O)OC(C)(C)C (Boc2O). Solvent: C(Cl)Cl (DCM). Conditions: time 24 hour. The product is C(=O)=O (CO2), C(#N)C=1C(=C(C=CC1F)[C@@H]1CN2[C@H](CO1)CN(CC2)C(=O)OC(C)(C)C)C (tert-butyl(3R,9aS)-3-(3-cyano-4-fluoro-2-methylphenyl)hexahydropyrazino[2,1-c][1,4]oxazine-8(1H)-carboxylate), 17B. As a reaction SMILES: [C:1]([O:5][C:6]([N:8]1[CH2:17][CH2:16][N:15]2[C@H:10]([CH2:11][O:12][C@@:13]([C:19]3[CH:24]=[CH:23][C:22]([F:25])=[C:21]([C:26]#[N:27])[C:20]=3[CH3:28])(O)[CH2:14]2)[CH2:9]1)=[O:7])([CH3:4])([CH3:3])[CH3:2].C(O)(C(F)(F)F)=O.[SiH](CC)(CC)CC.CC(OC(OC(OC(C)(C)C)=O)=O)(C)C>C(Cl)Cl>[C:6](=[O:7])=[O:5].[C:26]([C:21]1[C:20]([CH3:28])=[C:19]([C@H:13]2[O:12][CH2:11][C@@H:10]3[CH2:9][N:8]([C:6]([O:5][C:1]([CH3:3])([CH3:2])[CH3:4])=[O:7])[CH2:17][CH2:16][N:15]3[CH2:14]2)[CH:24]=[CH:23][C:22]=1[F:25])#[N:27]. Procedure: A three-necked, round-bottomed flask equipped with a nitrogen inlet adapter, thermocouple, and a septum was charged with (3R,9aS)-3-(3-Cyano-4-fluoro-2-methyl-phenyl)-3-hydroxy-hexahydro-pyrazino[2,1-c][1,4]oxazine-8-carboxylic acid tert-butyl ester (330 g, 840 mmol), TFA (1.65 L, 21 mol), and 3300 mL of DCM. Et3SiH (292 g, 2.52 mol, 3 equiv) was added in one portion and the reaction mixture stirred at room temperature for 24 h. The reaction mixture was concentrated and azeotroped with toluene (...